This data is from the Open Reaction Database (ORD), a public repository of structured organic reaction records. The task is: describe an organic reaction: reactants, conditions, products, and yield Reactants: C(C(=O)O)(=O)O.COC1=CC2=C(C(CNCC2)OC2=CC=CC=C2)C=C1OC (7,8-dimethoxy-1-phenoxy-2,3,4,5-tetrahydro-3-benzazepine oxalate), Cl (hydrogen chloride), BrN1C(CCC1=O)=O (N-bromosuccinimide). Run in CO (methanol). Product: C(\C=C/C(=O)O)(=O)O.BrC1=CC=C(OC2CNCCC3=C2C=C(C(=C3)OC)OC)C=C1 (1-(4-bromophenoxy)-7,8-dimethoxy-2,3,4,5-tetrahydro-3-benzazepine maleate). The yield is 44.1%. Reaction SMILES: [C:1](O)(=O)[C:2]([OH:4])=[O:3].[CH3:7][O:8][C:9]1[C:26]([O:27][CH3:28])=[CH:25][C:12]2[CH:13]([O:18][C:19]3[CH:24]=[CH:23][CH:22]=[CH:21][CH:20]=3)[CH2:14][NH:15][CH2:16][CH2:17][C:11]=2[CH:10]=1.Cl.[Br:30]N1C(=[O:36])CCC1=O>CO>[C:26]([OH:27])(=[O:36])/[CH:9]=[CH:1]\[C:2]([OH:4])=[O:3].[Br:30][C:22]1[CH:23]=[CH:24][C:19]([O:18][CH:13]2[C:12]3[CH:25]=[C:26]([O:27][CH3:28])[C:9]([O:8][CH3:7])=[CH:10][C:11]=3[CH2:17][CH2:16][NH:15][CH2:14]2)=[CH:20][CH:21]=1 |f:0.1,5.6|. Reported procedure: A solution of 7,8-dimethoxy-1-phenoxy-2,3,4,5-tetrahydro-3-benzazepine of Example 35 (6.5 g, 22 mmole) in 300 ml methanol was acidified to pH 1 with ethereal hydrogen chloride. After this solution was cooled with an ice bath, N-bromosuccinimide (4.2 g, 24 mmole) was added. The reaction mixture slowly warmed to ambient temperature, was evaporated, stirred with water, basified with saturated sodium carbonate and was extracted with ethyl acetate-ether. The organic extracts were washed with water, s... The reactants are CCc1cc(-c2cncc(C(=O)O)c2)c(C)[nH]c1=O, COc1cccc(CN)c1. Product: CCc1cc(-c2cncc(C(=O)NCc3cccc(OC)c3)c2)c(C)[nH]c1=O. RXN SMILES: [CH2:1]([CH3:2])[c:3]1[cH:4][c:5](-[c:11]2[cH:12][n:13][cH:14][c:15]([C:17](=[O:18])[OH:19])[cH:16]2)[c:6]([CH3:10])[nH:7][c:8]1=[O:9].[CH3:20][O:21][c:22]1[cH:23][c:24]([CH2:25][NH2:26])[cH:27][cH:28][cH:29]1>>[CH2:1]([CH3:2])[c:3]1[cH:4][c:5](-[c:11]2[cH:12][n:13][cH:14][c:15]([C:17](=[O:19])[NH:26][CH2:25][c:24]3[cH:23][c:22]([O:21][CH3:20])[cH:29][cH:28][cH:27]3)[cH:16]2)[c:6]([CH3:10])[nH:7][c:8]1=[O:9]. The reactants are [N+](=O)([O-])C=1C=NC2=CC=CN=C2C1NCCCNC(OC(C)(C)C)=O (tert-butyl 3-[(3-nitro[1,5]naphthyridin-4-yl)amino]propylcarbamate). Reagents/catalysts: [Pt] (platinum on carbon). Solvent: C(C)(=O)OCC (ethyl acetate). Reaction conditions: time 2 hour. The product is NC=1C=NC2=CC=CN=C2C1NCCCNC(OC(C)(C)C)=O (tert-butyl 3-[(3-amino[1,5]naphthyridin-4-yl)amino]propylcarbamate). RXN SMILES: [N+:1]([C:4]1[CH:5]=[N:6][C:7]2[C:12]([C:13]=1[NH:14][CH2:15][CH2:16][CH2:17][NH:18][C:19](=[O:25])[O:20][C:21]([CH3:24])([CH3:23])[CH3:22])=[N:11][CH:10]=[CH:9][CH:8]=2)([O-])=O>[Pt].C(OCC)(=O)C>[NH2:1][C:4]1[CH:5]=[N:6][C:7]2[C:12]([C:13]=1[NH:14][CH2:15][CH2:16][CH2:17][NH:18][C:19](=[O:25])[O:20][C:21]([CH3:23])([CH3:22])[CH3:24])=[N:11][CH:10]=[CH:9][CH:8]=2. Procedure: A mixture of tert-butyl 3-[(3-nitro[1,5]naphthyridin-4-yl)amino]propylcarbamate (20.0 g, 57.6 mmol), 5% platinum on carbon, and ethyl acetate was hydrogenated on a Parr apparatus for 2 hours at 30 psi (2.1×105 Pa). The mixture was filtered through CELITE filter agent, which was rinsed afterwards with ethyl acetate (150 mL). The filtrate was concentrated to afford tert-butyl 3-[(3-amino[1,5]naphthyridin-4-yl)amino]propylcarbamate as a yellow foam, all of which was used in the next step. Reactants: ice water, Na, C1(=CC=CC=C1)N1N=NN=C1S (1-phenyl-5-mercapto-1H-tetrazole), ClCN1C(C2N(S1(=O)=O)CCC2)=O (2-chloromethyl-tetrahydropyrrolo[1,2-b]-1,2,5-thiadiazol-3 (2H)-one 1,1-dioxide). The solvent is CN(C)C=O (DMF). Product: C1(=CC=CC=C1)N1N=NN=C1SCN1C(C2N(S1(=O)=O)CCC2)=O (2-(1-phenyl-1H-tetrazol-5-yl-thiomethyl)tetrahydropyrrolo[1,2-b]-1,2,5-thiadiazol-3 (2H)-one 1,1-dioxide). Yield: 84.6%. As a reaction SMILES: [C:1]1([N:7]2[C:11]([SH:12])=[N:10][N:9]=[N:8]2)[CH:6]=[CH:5][CH:4]=[CH:3][CH:2]=1.Cl[CH2:14][N:15]1[S:19](=[O:21])(=[O:20])[N:18]2[CH2:22][CH2:23][CH2:24][CH:17]2[C:16]1=[O:25]>CN(C=O)C>[C:1]1([N:7]2[C:11]([S:12][CH2:14][N:15]3[S:19](=[O:21])(=[O:20])[N:18]4[CH2:22][CH2:23][CH2:24][CH:17]4[C:16]3=[O:25])=[N:10][N:9]=[N:8]2)[CH:2]=[CH:3][CH:4]=[CH:5][CH:6]=1. Procedure details: The Na salt of 1-phenyl-5-mercapto-1H-tetrazole (0.57 g) was added to a solution of 2-chloromethyl-tetrahydropyrrolo[1,2-b]-1,2,5-thiadiazol-3 (2H)-one 1,1-dioxide (0.5 g) in DMF (10 ml) at room temperature, and the mixture was allowed to react at 60° C. for 6 hours and then cooled. The mixture was poured into ice/water containing saturated sodium bicarbonate, extracted with ethyl acetate, and the organic layer was washed with water, brine, and dried over sodium sulfate. The solvent was concentr... Procedure: To a −78° C. solution of 4-(4-methoxyphenyl)cyclohexanone (456.7 mg, 2.24 mmol) (prepared as described above in INTERMEDIATE 34) in THF (22 mL) was added L-Selectride (6.71 ml of a 1M solution in THF, 6.71 mmol). The reaction was allowed to warm to 0° C. over 3 hours. The reaction was then quenched with 3 mL of acetone added dropwise and 7.5 mL of H2O at 0° C. Next 3 mL of 30% H2O2 was added in a slow, dropwise manner. This mixture was stirred at 0° C. for 5 min and then diluted with EtOAc (50 m... The product is COC1=CC=C(C=C1)[C@H]1CC[C@H](CC1)O (cis-4-(4-methoxyphenyl)cyclohexanol). Reactants: COC1=CC=C(C=C1)C1CCC(CC1)=O (4-(4-methoxyphenyl)cyclohexanone), COC1=CC=C(C=C1)C1CCC(CC1)=O (4-(4-methoxyphenyl)cyclohexanone), CCC([BH-](C(CC)C)C(CC)C)C.[Li+] (L-Selectride), solution. As a reaction SMILES: [CH3:1][O:2][C:3]1[CH:8]=[CH:7][C:6]([CH:9]2[CH2:14][CH2:13][C:12](=[O:15])[CH2:11][CH2:10]2)=[CH:5][CH:4]=1.CCC(C)[BH-](C(C)CC)C(C)CC.[Li+]>C1COCC1>[CH3:1][O:2][C:3]1[CH:4]=[CH:5][C:6]([C@@H:9]2[CH2:14][CH2:13][C@H:12]([OH:15])[CH2:11][CH2:10]2)=[CH:7][CH:8]=1 |f:1.2|. Reaction conditions: temperature 0 celsius, time 5 minute. Solvent: C1CCOC1 (THF), C1CCOC1 (THF). Starting materials: COC(=O)CCCCCNC(=O)c1ccc(C=C2C(=O)Nc3ccc(F)cc32)cc1, CO, Cl, [Li+], [OH-], O. The product is O=C(O)CCCCCNC(=O)c1ccc(C=C2C(=O)Nc3ccc(F)cc32)cc1. RXN SMILES: [CH3:1][O:2][C:3]([CH2:4][CH2:5][CH2:6][CH2:7][CH2:8][NH:9][C:10]([c:11]1[cH:12][cH:13][c:14]([CH:17]=[C:18]2[C:19](=[O:28])[NH:20][c:21]3[cH:22][cH:23][c:24]([F:27])[cH:25][c:26]32)[cH:15][cH:16]1)=[O:29])=[O:30].[CH3:31][OH:32].[ClH:35].[Li+:34].[OH-:33].[OH2:36]>>[O:2]=[C:3]([CH2:4][CH2:5][CH2:6][CH2:7][CH2:8][NH:9][C:10]([c:11]1[cH:12][cH:13][c:14]([CH:17]=[C:18]2[C:19](=[O:28])[NH:20][c:21]3[cH:22][cH:23][c:24]([F:27])[cH:25][c:26]32)[cH:15][cH:16]1)=[O:29])[OH:30].